From a dataset of the Open Reaction Database (ORD), a public repository of structured organic reaction records. describe an organic reaction: reactants, conditions, products, and yield The reactants are C(C)(C)(C)OC(=O)N1C=NC(=C1)CCCO (4-(3-hydroxypropyl)-1H-imidazole-1-carboxylic acid tert-butyl ester), C[Si](C#CC1=CC=C(C=C1)O)(C)C (4-(2-(trimethylsilyl)-1-ethynyl)phenol). Yields the product C[Si](C#CC1=CC=C(C=C1)OCCCC=1N=CNC1)(C)C (3-(1H-Imidazol-4-yl)propyl 4-(2-(trimethylsilyl)-1-ethynyl)phenyl ether). RXN SMILES: C(OC([N:8]1[CH:12]=[C:11]([CH2:13][CH2:14][CH2:15][OH:16])[N:10]=[CH:9]1)=O)(C)(C)C.[CH3:17][Si:18]([CH3:29])([CH3:28])[C:19]#[C:20][C:21]1[CH:26]=[CH:25][C:24](O)=[CH:23][CH:22]=1>>[CH3:28][Si:18]([CH3:17])([CH3:29])[C:19]#[C:20][C:21]1[CH:26]=[CH:25][C:24]([O:16][CH2:15][CH2:14][CH2:13][C:11]2[N:10]=[CH:9][NH:8][CH:12]=2)=[CH:23][CH:22]=1. Procedure: 5 mmol of 4-(3-hydroxypropyl)-1H-imidazole-1-carboxylic acid tert-butyl ester and 5 mmol of 4-(2-(trimethylsilyl)-1-ethynyl)phenol (for the preparation see the literature mentioned in Example 122) are treated as described in Example 122.